From a dataset of the Open Reaction Database (ORD), a public repository of structured organic reaction records. describe an organic reaction: reactants, conditions, products, and yield Reactants: COc1ccc(B(O)O)c(OC)n1, Nc1c(C(=O)NC2CCC2)nnc2c(Br)c(F)ccc12. Product: COc1ccc(-c2c(F)ccc3c(N)c(C(=O)NC4CCC4)nnc23)c(OC)n1. RXN SMILES: [CH3:21][O:22][c:23]1[n:24][c:25]([O:32][CH3:33])[cH:26][cH:27][c:28]1[B:29]([OH:30])[OH:31].[NH2:1][c:2]1[c:3]([C:14](=[O:15])[NH:16][CH:17]2[CH2:18][CH2:19][CH2:20]2)[n:4][n:5][c:6]2[c:7]([Br:13])[c:8]([F:12])[cH:9][cH:10][c:11]12>>[NH2:1][c:2]1[c:3]([C:14](=[O:15])[NH:16][CH:17]2[CH2:18][CH2:19][CH2:20]2)[n:4][n:5][c:6]2[c:7](-[c:28]3[c:23]([O:22][CH3:21])[n:24][c:25]([O:32][CH3:33])[cH:26][cH:27]3)[c:8]([F:12])[cH:9][cH:10][c:11]12.